The task is: describe an organic reaction: reactants, conditions, products, and yield. This data is from the Open Reaction Database (ORD), a public repository of structured organic reaction records. Starting materials: O([Si](C)(C)C(C)(C)C)C[C@H](C1=CC(=C(C=C1)Cl)F)N1C(C=C(C=C1)C1=NC(=NC=C1)S(=O)(=O)C)=O ((S)-1-(2-(tert-Butyldimethylsiloxy)-1-(4-chloro-3-fluorophenyl)ethyl)-4-(2-(methylsulfonyl)pyrimidin-4-yl)pyridine-2(1H)-one), CN1N=CC=C1N (2-methyl pyrazole-3-amine). The solvent is CN(C)C=O (DMF). Reaction conditions: time 30 minute. Product: [Si](C)(C)(C(C)(C)C)OC[C@H](C1=CC(=C(C=C1)Cl)F)N1C(C=C(C=C1)C1=NC(=NC=C1)NC1=CC=NN1C)=O ((S)-1-(2-((tert-butyldimethylsilyl)oxy)-1-(4-chloro-3-fluorophenyl)ethyl)-4-(2-((1-methyl-1H-pyrazol-5-yl)amino)pyrimidin-4-yl)pyridin-2(1H)-one). As a reaction SMILES: [O:1]([CH2:9][C@@H:10]([N:19]1[CH:24]=[CH:23][C:22]([C:25]2[CH:30]=[CH:29][N:28]=[C:27](S(C)(=O)=O)[N:26]=2)=[CH:21][C:20]1=[O:35])[C:11]1[CH:16]=[CH:15][C:14]([Cl:17])=[C:13]([F:18])[CH:12]=1)[Si:2]([C:5]([CH3:8])([CH3:7])[CH3:6])([CH3:4])[CH3:3].[CH3:36][N:37]1[C:41]([NH2:42])=[CH:40][CH:39]=[N:38]1>CN(C=O)C>[Si:2]([O:1][CH2:9][C@@H:10]([N:19]1[CH:24]=[CH:23][C:22]([C:25]2[CH:30]=[CH:29][N:28]=[C:27]([NH:42][C:41]3[N:37]([CH3:36])[N:38]=[CH:39][CH:40]=3)[N:26]=2)=[CH:21][C:20]1=[O:35])[C:11]1[CH:16]=[CH:15][C:14]([Cl:17])=[C:13]([F:18])[CH:12]=1)([C:5]([CH3:8])([CH3:7])[CH3:6])([CH3:4])[CH3:3]. Reported procedure: (S)-1-(2-(tert-Butyldimethylsiloxy)-1-(4-chloro-3-fluorophenyl)ethyl)-4-(2-(methylsulfonyl)pyrimidin-4-yl)pyridine-2(1H)-one (47 mg, 0.087 mmol), 2-methyl pyrazole-3-amine (0.175 mmol, 2.0 equivalents) and anhydrous DMF (3.0 mL) were added to a 25 mL round bottomed flask equipped with a stirring bar. The flask was capped with a rubber septum and flushed with nitrogen. Under a blanket of nitrogen, sodium hydride (8.5 mg, 60% dispersion in mineral oil) was added in one portion. The flask was flush...